Dataset: the Open Reaction Database (ORD), a public repository of structured organic reaction records. Task: describe an organic reaction: reactants, conditions, products, and yield Reagents/catalysts: [Pd] (Palladium-charcoal). Procedure: Benzaldehyde (10.6 g) and 2,4-thiazolidinedione (11.7 g) were reacted together by a procedure analogous to that described in Example 1. The resulting material, 5-benzylidene-2,4-thiazolidinedione (18.5 g) was dissolved in dioxan (300 ml) and hydrogenated over 10% Palladium-charcoal (18.5 g) at 200 psi, overnight. The mixture was filtered through diatomaceous earth, the filter cake thoroughly washed with dioxan, and the combined dioxan solutions evaporated to afford the title compound, mp 83°-86°... The reactants are C(C1=CC=CC=C1)=O (Benzaldehyde), S1C(NC(C1)=O)=O (2,4-thiazolidinedione), C(C1=CC=CC=C1)=C1C(NC(S1)=O)=O (5-benzylidene-2,4-thiazolidinedione). The product is C(C1=CC=CC=C1)C1C(NC(S1)=O)=O (5-Benzyl-2,4-thiazolidinedione). RXN SMILES: C(=O)C1C=CC=CC=1.S1CC(=O)NC1=O.[CH:16](=[C:23]1[S:27][C:26](=[O:28])[NH:25][C:24]1=[O:29])[C:17]1[CH:22]=[CH:21][CH:20]=[CH:19][CH:18]=1>O1CCOCC1.[Pd]>[CH2:16]([CH:23]1[S:27][C:26](=[O:28])[NH:25][C:24]1=[O:29])[C:17]1[CH:18]=[CH:19][CH:20]=[CH:21][CH:22]=1. Run in O1CCOCC1 (dioxan). The reactants are C(C1=CC=CC=C1)OC(=O)N[C@H](C(=O)N[C@@H]1[C@@H](C[C@@H](CC1)NC(OC(C)(C)C)=O)CS(=O)(=O)C)CCSC (tert-Butyl (1R,3R,4S)-4-((S)-2-benzyloxycarbonylamino-4-(methylthio)butanamido)-3-(methylsulfonylmethyl)cyclohexylcarbamate), C(=O)([O-])[O-].[Cs+].[Cs+] (Cs2CO3). Solvent: IC (iodomethane), CN(C)C=O (DMF). Conditions: time 72 hour. The product is C(C1=CC=CC=C1)OC(=O)N[C@@H]1C(N(CC1)[C@@H]1[C@@H](C[C@@H](CC1)NC(OC(C)(C)C)=O)CS(=O)(=O)C)=O (tert-butyl (1R,3R,4S)-4-((S)-3-benzyloxycarbonylamino-2-oxopyrrolidin-1-yl)-3-(methylsulfonylmethyl)cyclohexylcarbamate). The yield is 38.0%. As a reaction SMILES: [CH2:1]([O:8][C:9]([NH:11][C@@H:12]([CH2:35][CH2:36]SC)[C:13]([NH:15][C@H:16]1[CH2:21][CH2:20][C@@H:19]([NH:22][C:23](=[O:29])[O:24][C:25]([CH3:28])([CH3:27])[CH3:26])[CH2:18][C@H:17]1[CH2:30][S:31]([CH3:34])(=[O:33])=[O:32])=[O:14])=[O:10])[C:2]1[CH:7]=[CH:6][CH:5]=[CH:4][CH:3]=1.C([O-])([O-])=O.[Cs+].[Cs+]>IC.CN(C=O)C>[CH2:1]([O:8][C:9]([NH:11][C@H:12]1[CH2:35][CH2:36][N:15]([C@H:16]2[CH2:21][CH2:20][C@@H:19]([NH:22][C:23](=[O:29])[O:24][C:25]([CH3:26])([CH3:27])[CH3:28])[CH2:18][C@H:17]2[CH2:30][S:31]([CH3:34])(=[O:33])=[O:32])[C:13]1=[O:14])=[O:10])[C:2]1[CH:3]=[CH:4][CH:5]=[CH:6][CH:7]=1 |f:1.2.3|. Reported procedure: tert-Butyl (1R,3R,4S)-4-((S)-2-benzyloxycarbonylamino-4-(methylthio)butanamido)-3-(methylsulfonylmethyl)cyclohexylcarbamate (6.9 g) was dissolved in iodomethane (100 mL), and the resulting solution was stirred at rt for 72 h before being concentrated in vacuo. The residue was dissolved in methylene chloride, and the resulting solution was concentrated; this was repeated to afford the salt. MS found: (M+H)+=586.5. This material was dissolved in DMF (20 mL) and the solution was charged with Cs2CO3... Starting materials: CC(C)(C)[Si](C)(C)Cl, CN(C)C=O, O=Cc1ccc(O)c2ccccc12, c1c[nH]cn1. Yields the product CC(C)(C)[Si](C)(C)Oc1ccc(C=O)c2ccccc12. RXN SMILES: [C:14]([CH3:15])([CH3:16])([CH3:17])[Si:18]([CH3:19])([CH3:20])[Cl:21].[CH3:27][N:28]([CH3:29])[CH:30]=[O:31].[OH:1][c:2]1[cH:3][cH:4][c:5]([CH:12]=[O:13])[c:6]2[cH:7][cH:8][cH:9][cH:10][c:11]12.[nH:22]1[cH:23][cH:24][n:25][cH:26]1>>[O:1]([c:2]1[cH:3][cH:4][c:5]([CH:12]=[O:13])[c:6]2[cH:7][cH:8][cH:9][cH:10][c:11]12)[Si:18]([C:14]([CH3:15])([CH3:16])[CH3:17])([CH3:19])[CH3:20]. Starting materials: C#CCBr, C1CCOC1, O=C1CN(C(=O)OCc2ccccc2)CCN1, [H-], [Na+], CN(C)C=O. Yields the product C#CCN1CCN(C(=O)OCc2ccccc2)CC1=O. As a reaction SMILES: [CH2:20]([C:21]#[CH:22])[Br:23].[CH2:24]1[O:25][CH2:26][CH2:27][CH2:28]1.[CH2:3]([c:4]1[cH:5][cH:6][cH:7][cH:8][cH:9]1)[O:10][C:11](=[O:12])[N:13]1[CH2:14][C:15](=[O:19])[NH:16][CH2:17][CH2:18]1.[H-:1].[Na+:2].[O:29]=[CH:30][N:31]([CH3:32])[CH3:33]>>[CH2:3]([c:4]1[cH:5][cH:6][cH:7][cH:8][cH:9]1)[O:10][C:11](=[O:12])[N:13]1[CH2:14][C:15](=[O:19])[N:16]([CH2:22][C:21]#[CH:20])[CH2:17][CH2:18]1. Starting materials: C(=O)(OC(C)(C)C)N1C[C@H](N(CC1)CC(=O)N)C ((R)-2-(4-Boc-2-methylpiperazin-1-yl)acetamide), Cl (hydrochloric acid). The solvent is O1CCOCC1 (1,4-dioxane). Reaction conditions: temperature 90 celsius, time 20 minute. Product: Cl.C[C@H]1N(CCNC1)CC(=O)N ((R)-2-(2-methylpiperazin-1-yl)acetamide hydrochloride salt). Reaction SMILES: C([N:8]1[CH2:13][CH2:12][N:11]([CH2:14][C:15]([NH2:17])=[O:16])[C@H:10]([CH3:18])[CH2:9]1)(OC(C)(C)C)=O.[ClH:19]>O1CCOCC1>[ClH:19].[CH3:18][C@@H:10]1[CH2:9][NH:8][CH2:13][CH2:12][N:11]1[CH2:14][C:15]([NH2:17])=[O:16] |f:3.4|. Procedure: A mixture of (R)-2-(4-Boc-2-methylpiperazin-1-yl)acetamide (114 mg, 0.44 mmol) and 5N hydrochloric acid (0.2 ml) in 1,4-dioxane (2.0 ml) was stirred at 90° C. for 20 min. The mixture was concentrated in vacuo to afford (R)-2-(2-methylpiperazin-1-yl)acetamide hydrochloride salt quantitatively. Reactants: C(#C)C=1C(NC(N([C@H]2C[C@@H]([C@@H](CO)O2)F)C1)=O)=O (2',3'-dideoxy-5-ethynyl-3'-fluorouridine), CC(C(=O)Cl)(C)C (trimethylacetyl chloride), acid chloride. Solvent: N1=CC=CC=C1 (pyridine). Run at time 1.5 hour. Product: C(#C)C=1C(NC(N([C@H]2C[C@@H]([C@@H](COC(C(C)(C)C)=O)O2)F)C1)=O)=O (2',3'-Dideoxy-5-ethynyl-3'-fluoro-5'-O-(trimethylacetyl)uridine). RXN SMILES: [C:1]([C:3]1[C:4](=[O:18])[NH:5][C:6](=[O:17])[N:7]([CH:16]=1)[C@@H:8]1[O:14][C@H:11]([CH2:12][OH:13])[C@@H:10]([F:15])[CH2:9]1)#[CH:2].[CH3:19][C:20]([CH3:25])([CH3:24])[C:21](Cl)=[O:22]>N1C=CC=CC=1>[C:1]([C:3]1[C:4](=[O:18])[NH:5][C:6](=[O:17])[N:7]([CH:16]=1)[C@@H:8]1[O:14][C@H:11]([CH2:12][O:13][C:21](=[O:22])[C:20]([CH3:25])([CH3:24])[CH3:19])[C@@H:10]([F:15])[CH2:9]1)#[CH:2]. Procedure details: To a stirred solution of 2',3'-dideoxy-5-ethynyl-3'-fluorouridine (0.106 g 0.4 mmol) in dry pyridine (5 ml) at 0° C. was added trimethylacetyl chloride (0.06 ml, 0.48 mmol) and stirring continued at 0° C. for 1.5 hours. After stirring at room temperature for 24 hours, a further aliquot of the acid chloride (0.03 ml, 0.24 mmol) was added and stirring maintained for a further 3 hours. After quenching with methanol (3 ml), the solvent was removed by evaporation under reduced pressure and co-evapora... RXN SMILES: [Cl:23][P:24]([Cl:25])([Cl:26])([Cl:27])[Cl:28].[N+:2](=[O:3])([O-:4])[c:5]1[cH:6][cH:7][c:8]([CH2:9][c:10]2[cH:11][cH:12][c:13]([CH2:16][S:17](=[O:18])(=[O:19])[OH:20])[cH:14][cH:15]2)[cH:21][cH:22]1.[Na:1].[OH2:29]>>[N+:2](=[O:3])([O-:4])[c:5]1[cH:6][cH:7][c:8]([CH2:9][c:10]2[cH:11][cH:12][c:13]([CH2:16][S:17](=[O:18])(=[O:19])[Cl:23])[cH:14][cH:15]2)[cH:21][cH:22]1. Reactants: ClP(Cl)(Cl)(Cl)Cl, O=[N+]([O-])c1ccc(Cc2ccc(CS(=O)(=O)O)cc2)cc1, [Na], O. Product: O=[N+]([O-])c1ccc(Cc2ccc(CS(=O)(=O)Cl)cc2)cc1.